Dataset: the Open Reaction Database (ORD), a public repository of structured organic reaction records. Task: describe an organic reaction: reactants, conditions, products, and yield The reactants are FC1=CC=C(C=C1)C1=NOC(=C1/C=C/C=1C=C(NN1)C(=O)O)C (5-{(E)-2-[3-(4-fluoro-phenyl)-5-methyl-isoxazol-4-yl]-vinyl}-2H-pyrazole-3-carboxylic acid), OCC(C)(C)N (2-hydroxy-1,1-dimethylethylamine). Product: OCC(C)(C)NC(=O)C=1NN=C(C1)\C=C\C=1C(=NOC1C)C1=CC=C(C=C1)F (5-{(E)-2-[3-(4-Fluoro-phenyl)-5-methyl-isoxazol-4-yl]vinyl}-2H-pyrazole-3-carboxylic acid (2-hydroxy-1,1-dimethyl-ethyl)-amide). Yield: 36.0%. As a reaction SMILES: [F:1][C:2]1[CH:7]=[CH:6][C:5]([C:8]2[C:12](/[CH:13]=[CH:14]/[C:15]3[CH:16]=[C:17]([C:20]([OH:22])=O)[NH:18][N:19]=3)=[C:11]([CH3:23])[O:10][N:9]=2)=[CH:4][CH:3]=1.[OH:24][CH2:25][C:26]([NH2:29])([CH3:28])[CH3:27]>>[OH:24][CH2:25][C:26]([NH:29][C:20]([C:17]1[NH:18][N:19]=[C:15](/[CH:14]=[CH:13]/[C:12]2[C:8]([C:5]3[CH:4]=[CH:3][C:2]([F:1])=[CH:7][CH:6]=3)=[N:9][O:10][C:11]=2[CH3:23])[CH:16]=1)=[O:22])([CH3:28])[CH3:27]. Procedure details: As described for example 132, 5-{(E)-2-[3-(4-fluoro-phenyl)-5-methyl-isoxazol-4-yl]-vinyl}-2H-pyrazole-3-carboxylic acid was converted, using 2-hydroxy-1,1-dimethylethylamine instead of morpholine, to the title compound (11 mg, 36%) which was obtained as an off white solid. MS: m/e=385.2 [M+H]+. Starting materials: OC1=C(C=O)C=CC=C1 (2-hydroxybenzaldehyde), [N+](=O)(O)[O-] (nitric acid), ice, O (water). Solvent: C(C)(=O)O (acetic acid). The product is OC1=C(C=O)C=CC=C1[N+](=O)[O-] (2-hydroxy-3-nitrobenzaldehyde). Yield: 26.3%. As a reaction SMILES: [OH:1][C:2]1[CH:9]=[CH:8][CH:7]=[CH:6][C:3]=1[CH:4]=[O:5].[N+:10]([O-])([OH:12])=[O:11].O>C(O)(=O)C>[OH:1][C:2]1[C:9]([N+:10]([O-:12])=[O:11])=[CH:8][CH:7]=[CH:6][C:3]=1[CH:4]=[O:5]. Reported procedure: To a solution of 2-hydroxybenzaldehyde (5.0 g, 41 mmol) in acetic acid (50 mL) at 0° C. was added nitric acid (65%, 4 g) dropwise. The reaction mixture was slowly warmed to room temperature for 2 hours and then heated at 40° C. for another 5 hours. The resulting mixture was poured into ice (75 g) and water (500 g). The precipitates were filtrated and purified by silica gel chromatography to afford the product 2-hydroxy-3-nitrobenzaldehyde (1.8 g, yield 26%). 1H NMR (400 MHz, CDCl3) δ ppm 11.44 (... Starting materials: C=CCOC1Cc2ccc(OC)cc2C1NCC(O)C(Cc1ccccc1)NC(=O)OC(C)(C)C, C=CCOC1Cc2ccc(OC)cc2C1N=[N+]=[N-], ClCCl, O=C(O)C(F)(F)F. Product: C=CCOC1Cc2ccc(OC)cc2C1NCC(O)C(N)Cc1ccccc1, O=C(O)C(F)(F)F. As a reaction SMILES: [CH2:19]([CH:20]=[CH2:21])[O:22][CH:23]1[CH:24]([NH:34][CH2:35][CH:36]([CH:37]([CH2:38][c:39]2[cH:40][cH:41][cH:42][cH:43][cH:44]2)[NH:45][C:46](=[O:47])[O:48][C:49]([CH3:50])([CH3:51])[CH3:52])[OH:53])[c:25]2[cH:26][c:27]([O:32][CH3:33])[cH:28][cH:29][c:30]2[CH2:31]1.[CH2:1]([O:2][CH:3]1[CH2:4][c:5]2[c:6]([cH:7][c:8]([O:9][CH3:10])[cH:11][cH:12]2)[CH:13]1[N:14]=[N+:15]=[N-:16])[CH:17]=[CH2:18].[Cl:61][CH2:62][Cl:63].[F:54][C:55]([C:56](=[O:57])[OH:58])([F:59])[F:60]>>[CH2:19]([CH:20]=[CH2:21])[O:22][CH:23]1[CH:24]([NH:34][CH2:35][CH:36]([CH:37]([CH2:38][c:39]2[cH:40][cH:41][cH:42][cH:43][cH:44]2)[NH2:45])[OH:53])[c:25]2[cH:26][c:27]([O:32][CH3:33])[cH:28][cH:29][c:30]2[CH2:31]1.[F:54][C:55]([C:56](=[O:57])[OH:58])([F:59])[F:60]. The reactants are CC#N, O=C(Cl)c1ccc(Cl)cc1, Nc1ncc(C=O)s1. The product is O=Cc1cnc(NC(=O)c2ccc(Cl)cc2)s1. As a reaction SMILES: [CH3:19][C:20]#[N:21].[Cl:9][C:10](=[O:11])[c:12]1[cH:13][cH:14][c:15]([Cl:16])[cH:17][cH:18]1.[NH2:1][c:2]1[s:3][c:4]([CH:7]=[O:8])[cH:5][n:6]1>>[NH:1]([c:2]1[s:3][c:4]([CH:7]=[O:8])[cH:5][n:6]1)[C:10](=[O:11])[c:12]1[cH:13][cH:14][c:15]([Cl:16])[cH:17][cH:18]1. The reactants are C1COCCN1, CSc1nccc(Oc2ccc(NC(=O)c3cc(F)cc(N4CCC(C)CC4)c3)c3ccccc23)n1. The product is CC1CCN(c2cc(F)cc(C(=O)Nc3ccc(Oc4ccnc(N5CCOCC5)n4)c4ccccc34)c2)CC1. RXN SMILES: [CH2:37]1[CH2:38][O:39][CH2:40][CH2:41][NH:42]1.[F:1][c:2]1[cH:3][c:4]([C:5](=[O:6])[NH:7][c:8]2[cH:9][cH:10][c:11]([O:18][c:19]3[n:20][c:21]([S:25][CH3:26])[n:22][cH:23][cH:24]3)[c:12]3[cH:13][cH:14][cH:15][cH:16][c:17]23)[cH:27][c:28]([N:30]2[CH2:31][CH2:32][CH:33]([CH3:36])[CH2:34][CH2:35]2)[cH:29]1>>[F:1][c:2]1[cH:3][c:4]([C:5](=[O:6])[NH:7][c:8]2[cH:9][cH:10][c:11]([O:18][c:19]3[n:20][c:21]([N:42]4[CH2:37][CH2:38][O:39][CH2:40][CH2:41]4)[n:22][cH:23][cH:24]3)[c:12]3[cH:13][cH:14][cH:15][cH:16][c:17]23)[cH:27][c:28]([N:30]2[CH2:31][CH2:32][CH:33]([CH3:36])[CH2:34][CH2:35]2)[cH:29]1. The reactants are CC(=O)OC(C)=O, Cc1ccccc1, Nc1cc(Cl)cc(Cl)c1. Yields the product CC(=O)Nc1cc(Cl)cc(Cl)c1. As a reaction SMILES: [CH3:10][C:11](=[O:12])[O:13][C:14](=[O:15])[CH3:16].[CH3:17][c:18]1[cH:19][cH:20][cH:21][cH:22][cH:23]1.[NH2:1][c:2]1[cH:3][c:4]([Cl:5])[cH:6][c:7]([Cl:8])[cH:9]1>>[NH:1]([c:2]1[cH:3][c:4]([Cl:5])[cH:6][c:7]([Cl:8])[cH:9]1)[C:11]([CH3:10])=[O:12]. Reactants: O[C@@H]1CC[C@H](CC1)OC1=NC=CC=C1NC=1C2=C(N=CN1)SC(=C2C)C(=O)O (4-[2-(trans-4-hydroxy-cyclohexyloxy)pyridin-3-ylamino]-5-methyl-thieno[2,3-d]pyrimidine-6-carboxylic acid), CN(CCCN)C (N,N-dimethyl-1,3-propanediamine), CN(C)C(=[N+](C)C)ON1C2=C(C=CC=C2)N=N1.[B-](F)(F)(F)F (TBTU). The solvent is C1CCOC1 (THF). The product is CN(CCCNC(=O)C1=C(C2=C(N=CN=C2NC=2C(=NC=CC2)O[C@@H]2CC[C@H](CC2)O)S1)C)C (4-[2-(trans-4-Hydroxy-cyclohexyloxy)-pyridin-3-ylamino]-5-methyl-thieno[2,3-d]pyrimidine-6-carboxylic acid (3-dimethylamino-propyl)-amide). Reaction SMILES: [OH:1][C@H:2]1[CH2:7][CH2:6][C@H:5]([O:8][C:9]2[C:14]([NH:15][C:16]3[C:17]4[C:24]([CH3:25])=[C:23]([C:26](O)=[O:27])[S:22][C:18]=4[N:19]=[CH:20][N:21]=3)=[CH:13][CH:12]=[CH:11][N:10]=2)[CH2:4][CH2:3]1.[CH3:29][N:30]([CH3:35])[CH2:31][CH2:32][CH2:33][NH2:34].CN(C(ON1N=NC2C=CC=CC1=2)=[N+](C)C)C.[B-](F)(F)(F)F>C1COCC1>[CH3:29][N:30]([CH3:35])[CH2:31][CH2:32][CH2:33][NH:34][C:26]([C:23]1[S:22][C:18]2[N:19]=[CH:20][N:21]=[C:16]([NH:15][C:14]3[C:9]([O:8][C@H:5]4[CH2:4][CH2:3][C@H:2]([OH:1])[CH2:7][CH2:6]4)=[N:10][CH:11]=[CH:12][CH:13]=3)[C:17]=2[C:24]=1[CH3:25])=[O:27] |f:2.3|. Reported procedure: Prepared analogously to 1.4 from 0.083 g 4-[2-(trans-4-hydroxy-cyclohexyloxy)pyridin-3-ylamino]-5-methyl-thieno[2,3-d]pyrimidine-6-carboxylic acid and 26 μl N,N-dimethyl-1,3-propanediamine in THF using TBTU instead of HATU.